Dataset: the Open Reaction Database (ORD), a public repository of structured organic reaction records. Task: describe an organic reaction: reactants, conditions, products, and yield Reactants: [N+](=O)([O-])C1=CC=C(C(=O)N2CC=3N(C4=CC=CC=C24)C=CC3)C=C1 (4,5-dihydro-5-(4-nitrobenzoyl)pyrrolo[1,2-a]quinoxaline), C(C)(=O)OCC (ethyl acetate). The reagents and catalysts are [Pd] (Pd/C). The solvent is C(C)O (ethyl alcohol). Run at time 5 hour. Yields the product NC1=CC=C(C(=O)N2CC=3N(C4=CC=CC=C24)C=CC3)C=C1 (4,5-Dihydro-5(4-aminobenzoyl)pyrrolo[1,2-a]quinoxaline). As a reaction SMILES: [N+:1]([C:4]1[CH:24]=[CH:23][C:7]([C:8]([N:10]2[C:19]3[C:14](=[CH:15][CH:16]=[CH:17][CH:18]=3)[N:13]3[CH:20]=[CH:21][CH:22]=[C:12]3[CH2:11]2)=[O:9])=[CH:6][CH:5]=1)([O-])=O.C(OCC)(=O)C>C(O)C.[Pd]>[NH2:1][C:4]1[CH:5]=[CH:6][C:7]([C:8]([N:10]2[C:19]3[C:14](=[CH:15][CH:16]=[CH:17][CH:18]=3)[N:13]3[CH:20]=[CH:21][CH:22]=[C:12]3[CH2:11]2)=[O:9])=[CH:23][CH:24]=1. Procedure details: A mixture of 1 mmol of 4,5-dihydro-5-(4-nitrobenzoyl)pyrrolo[1,2-a]quinoxaline in 10 ml of ethyl alcohol and 10 ml of ethyl acetate containing 0.2 g of 10% Pd/C is hydrogenated for 5 hours. The reaction mixture is filtered through a pad of diatomaceous earth. The filtrate is concentrated in vacuo to a solid which is purified by flash chromatography to give the desired product, m.p. 225°-228° C. Starting materials: C(C)(=O)NC1(CCN(CC1)C(CC(CN)C1=CC(=C(C=C1)Cl)Cl)CC1=CC(=CC(=C1)C(F)(F)F)C(F)(F)F)C1=CC=CC=C1 (4-(4-acetamido-4-phenylpiperidino)-2-(3,4-dichlorophenyl)-N-[3,5-bis(trifluoromethyl)benzyl]butylamine), C1(=CC=CC=C1)CC=O (phenylacetaldehyde), ClC=1C=C(C=CC1Cl)CCCCN ((3,4-dichlorophenyl)butylamine), FC(C=1C=C(C=O)C=C(C1)C(F)(F)F)(F)F (3,5-bis(trifluoromethyl)benzaldehyde). Run in CO (methanol), ClCCl (dichloromethane). Product: C(C)(=O)NC1(CCN(CC1)C(CC(CNCCC1=CC=CC=C1)C1=CC(=C(C=C1)Cl)Cl)CC1=CC(=CC(=C1)C(F)(F)F)C(F)(F)F)C1=CC=CC=C1 (4-(4-Acetamido-4-phenylpiperidino)-2-(3,4-dichlorophenyl)-N-phenethyl-N-[3,5-bis(trifluoromethyl)benzyl]butylamine). As a reaction SMILES: Cl[C:2]1[CH:3]=[C:4]([CH2:9][CH2:10]CCN)[CH:5]=[CH:6][C:7]=1Cl.FC(F)(F)C1C=C(C=C(C(F)(F)F)C=1)C=O.[C:30]([NH:33][C:34]1([C:68]2[CH:73]=[CH:72][CH:71]=[CH:70][CH:69]=2)[CH2:39][CH2:38][N:37]([CH:40]([CH2:53][C:54]2[CH:59]=[C:58]([C:60]([F:63])([F:62])[F:61])[CH:57]=[C:56]([C:64]([F:67])([F:66])[F:65])[CH:55]=2)[CH2:41][CH:42]([C:45]2[CH:50]=[CH:49][C:48]([Cl:51])=[C:47]([Cl:52])[CH:46]=2)[CH2:43][NH2:44])[CH2:36][CH2:35]1)(=[O:32])[CH3:31].C1(CC=O)C=CC=CC=1>CO.ClCCl>[C:30]([NH:33][C:34]1([C:68]2[CH:73]=[CH:72][CH:71]=[CH:70][CH:69]=2)[CH2:35][CH2:36][N:37]([CH:40]([CH2:53][C:54]2[CH:55]=[C:56]([C:64]([F:65])([F:66])[F:67])[CH:57]=[C:58]([C:60]([F:62])([F:61])[F:63])[CH:59]=2)[CH2:41][CH:42]([C:45]2[CH:50]=[CH:49][C:48]([Cl:51])=[C:47]([Cl:52])[CH:46]=2)[CH2:43][NH:44][CH2:10][CH2:9][C:4]2[CH:5]=[CH:6][CH:7]=[CH:2][CH:3]=2)[CH2:38][CH2:39]1)(=[O:32])[CH3:31]. Procedure: Using a procedure similar to that described in Example 1, except replacing the (3,4-dichlorophenyl)butylamine and the 3,5-bis(trifluoromethyl)benzaldehyde used therein with 4-(4-acetamido-4-phenylpiperidino)-2-(3,4-dichlorophenyl)-N-[3,5-bis(trifluoromethyl)benzyl]butylamine and phenylacetaldehyde, respectively, the title compound was prepared; mp 55-57° C.; partial NMR (DMSO): 7.1-6.95 (broad m,11), 3.88 (d,1), 3.65 (d,1), 3.35(d,1), 3.15(d,1), 1.85 (s,3); MS: m/z=764(M+1,100%); TLC: Rf=0.44 (1... The reactants are Cn1nnnc1-c1cccc(N)c1, NC(=O)c1cnc(NC2CCCCC2N)nc1Nc1ccc(-c2ccno2)cc1. Yields the product Cn1nnnc1-c1cccc(Nc2nc(NC3CCCCC3N)ncc2C(N)=O)c1. Reaction SMILES: [CH3:30][n:31]1[n:32][n:33][n:34][c:35]1-[c:36]1[cH:37][c:38]([NH2:39])[cH:40][cH:41][cH:42]1.[NH2:1][CH:2]1[CH:3]([NH:8][c:9]2[n:10][cH:11][c:12]([C:27](=[O:28])[NH2:29])[c:13]([NH:15][c:16]3[cH:17][cH:18][c:19](-[c:20]4[o:21][n:22][cH:23][cH:24]4)[cH:25][cH:26]3)[n:14]2)[CH2:4][CH2:5][CH2:6][CH2:7]1>>[NH2:1][CH:2]1[CH:3]([NH:8][c:9]2[n:10][cH:11][c:12]([C:27](=[O:28])[NH2:29])[c:13]([NH:15][c:38]3[cH:37][c:36](-[c:35]4[n:31]([CH3:30])[n:32][n:33][n:34]4)[cH:42][cH:41][cH:40]3)[n:14]2)[CH2:4][CH2:5][CH2:6][CH2:7]1. Reactants: C(C)(C)(C)OC(=O)NC1(CCNCC1)C(=O)OC (methyl 4-(tert-butoxycarbonylamino)-piperidine-4-carboxylate), ClC1=NC=C(C=N1)B(O)O ((2-chloropyrimidin-5-yl)boronic acid). The product is C(C)(C)(C)OC(=O)NC1(CCN(CC1)C1=NC=C(C=N1)B(O)O)C(=O)OC ({2-[4-(tert-Butoxycarbonylamino)-4-(methoxycarbonyl)piperidin-1-yl]pyrimidin-5-yl}-boronic acid). Reaction SMILES: [C:1]([O:5][C:6]([NH:8][C:9]1([C:15]([O:17][CH3:18])=[O:16])[CH2:14][CH2:13][NH:12][CH2:11][CH2:10]1)=[O:7])([CH3:4])([CH3:3])[CH3:2].Cl[C:20]1[N:25]=[CH:24][C:23]([B:26]([OH:28])[OH:27])=[CH:22][N:21]=1>>[C:1]([O:5][C:6]([NH:8][C:9]1([C:15]([O:17][CH3:18])=[O:16])[CH2:14][CH2:13][N:12]([C:20]2[N:25]=[CH:24][C:23]([B:26]([OH:28])[OH:27])=[CH:22][N:21]=2)[CH2:11][CH2:10]1)=[O:7])([CH3:4])([CH3:3])[CH3:2]. Procedure: The title compound was synthesised from methyl 4-(tert-butoxycarbonylamino)-piperidine-4-carboxylate and (2-chloropyrimidin-5-yl)boronic acid in accordance with General Method C. Starting materials: CC1=CC=2N(C(=N1)SC)C=NN2 (7-methyl-5-methylthio-1,2,4-triazolo[4,3-c]pyrimidine), N1CCNCC1 (piperazine), O1CCOCC1 (dioxane). Solvent: O (water), C(Cl)(Cl)Cl (chloroform). The product is CC1=CC=2N(C(=N1)N1CCNCC1)N=CN2 (7-Methyl-5-(1-piperazinyl)-1,2,4-triazolo[1,5-c]pyrimidine). Reaction SMILES: [CH3:1][C:2]1[N:7]=[C:6](SC)[N:5]2[CH:10]=[N:11][N:12]=[C:4]2[CH:3]=1.[NH:13]1[CH2:18][CH2:17][NH:16][CH2:15][CH2:14]1.O1CCOCC1>O.C(Cl)(Cl)Cl>[CH3:1][C:2]1[N:7]=[C:6]([N:13]2[CH2:18][CH2:17][NH:16][CH2:15][CH2:14]2)[N:12]2[N:11]=[CH:10][N:5]=[C:4]2[CH:3]=1. Procedure: A mixture of 6.00 g (33.3 mmole) of 7-methyl-5-methylthio-1,2,4-triazolo[4,3-c]pyrimidine, 30.0 g (0.35 mmole) of piperazine and 250 ml of dioxane was refluxed under nitrogen for six days. The mixture was cooled and concentrated in vacuo. The residue obtained was dissolved in 150 ml of water, and the solution was extracted four times with 150 ml portions of chloroform. The extracts were washed thrice with 150 ml portions of water and twice with 150 ml portions of sodium chloride solution and wer... The reactants are CCOC(=O)CCCCc1ccc2c(c1)CC(NC(=O)OC(C)(C)C)CC2, CCO, CCO, Cl. The product is CCOC(=O)CCCCc1ccc2c(c1)CC(N)CC2. As a reaction SMILES: [C:1]([O:2][C:3](=[O:4])[NH:8][CH:9]1[CH2:10][c:11]2[cH:12][c:13]([CH2:19][CH2:20][CH2:21][CH2:22][C:23](=[O:24])[O:25][CH2:26][CH3:27])[cH:14][cH:15][c:16]2[CH2:17][CH2:18]1)([CH3:5])([CH3:6])[CH3:7].[CH2:28]([OH:29])[CH3:30].[CH3:32][CH2:33][OH:34].[ClH:31]>>[NH2:8][CH:9]1[CH2:10][c:11]2[cH:12][c:13]([CH2:19][CH2:20][CH2:21][CH2:22][C:23](=[O:24])[O:25][CH2:26][CH3:27])[cH:14][cH:15][c:16]2[CH2:17][CH2:18]1. Starting materials: [OH-].[K+] (potassium hydroxide), C(C)(C)(C)O[C@H](C(=O)OC(C)C)C=1C(=NC(=C(C1N1CCC(CC1)C1=NC(=NO1)C(C)C)C1=CC=C(C=C1)OCCC1=CC=C(C=C1)F)C)C ((S)-isopropyl 2-(tert-butoxy)-2-(5-(4-(4-fluorophenethoxy)phenyl)-4-(4-(3-isopropyl-1,2,4-oxadiazol-5-yl)piperidin-1-yl)-2,6-dimethylpyridin-3-yl)acetate), Cl (HCl). Run in C(C)O (ethanol). Reaction conditions: temperature 90 celsius, time 3 hour. Product: C(C)(C)(C)O[C@H](C(=O)O)C=1C(=NC(=C(C1N1CCC(CC1)C1=NC(=NO1)C(C)C)C1=CC=C(C=C1)OCCC1=CC=C(C=C1)F)C)C ((S)-2-(tert-butoxy)-2-(5-(4-(4-fluorophenethoxy)phenyl)-4-(4-(3-isopropyl-1,2,4-oxadiazol-5-yl)piperidin-1-yl)-2,6-dimethylpyridin-3-yl)acetic acid). Yield: 47.4%. RXN SMILES: [OH-].[K+].[C:3]([O:7][C@@H:8]([C:15]1[C:16]([CH3:52])=[N:17][C:18]([CH3:51])=[C:19]([C:35]2[CH:40]=[CH:39][C:38]([O:41][CH2:42][CH2:43][C:44]3[CH:49]=[CH:48][C:47]([F:50])=[CH:46][CH:45]=3)=[CH:37][CH:36]=2)[C:20]=1[N:21]1[CH2:26][CH2:25][CH:24]([C:27]2[O:31][N:30]=[C:29]([CH:32]([CH3:34])[CH3:33])[N:28]=2)[CH2:23][CH2:22]1)[C:9]([O:11]C(C)C)=[O:10])([CH3:6])([CH3:5])[CH3:4].Cl>C(O)C>[C:3]([O:7][C@@H:8]([C:15]1[C:16]([CH3:52])=[N:17][C:18]([CH3:51])=[C:19]([C:35]2[CH:36]=[CH:37][C:38]([O:41][CH2:42][CH2:43][C:44]3[CH:45]=[CH:46][C:47]([F:50])=[CH:48][CH:49]=3)=[CH:39][CH:40]=2)[C:20]=1[N:21]1[CH2:26][CH2:25][CH:24]([C:27]2[O:31][N:30]=[C:29]([CH:32]([CH3:33])[CH3:34])[N:28]=2)[CH2:23][CH2:22]1)[C:9]([OH:11])=[O:10])([CH3:6])([CH3:4])[CH3:5] |f:0.1|. Procedure: The potassium hydroxide (20.4 mg, 0.36 mmol) was added to a solution (S)-isopropyl 2-(tert-butoxy)-2-(5-(4-(4-fluorophenethoxy)phenyl)-4-(4-(3-isopropyl-1,2,4-oxadiazol-5-yl)piperidin-1-yl)-2,6-dimethylpyridin-3-yl)acetate (25 mg, 0.036 mmol) in ethanol (1 mL) and stirred for 3 h at 90° C. The reaction mixture was neutralized with 1N HCl solution, extracted with EtOAc, and the organic layer was washed with brine, and dried (MgSO4). The crude material was purified by prep HPLC to afford (S)-2-(te... The reactants are CCOC(=O)C(=O)Nc1cc(OC)c(OC)c(OC)c1, COc1ccc(P2(=S)SP(=S)(c3ccc(OC)cc3)S2)cc1, O, c1ccccc1. RXN SMILES: [CH3:1][O:2][c:3]1[cH:4][c:5]([NH:6][C:7]([C:8](=[O:9])[O:10][CH2:11][CH3:12])=[O:13])[cH:14][c:15]([O:19][CH3:20])[c:16]1[O:17][CH3:18].[CH3:21][O:22][c:23]1[cH:24][cH:25][c:26]([P:27]2(=[S:28])[S:29][P:31](=[S:32])([c:33]3[cH:34][cH:35][c:36]([O:37][CH3:38])[cH:39][cH:40]3)[S:30]2)[cH:41][cH:42]1.[OH2:43].[cH:44]1[cH:45][cH:46][cH:47][cH:48][cH:49]1>>[CH3:1][O:2][c:3]1[cH:4][c:5]([NH:6][C:7]([C:8](=[O:9])[O:10][CH2:11][CH3:12])=[S:30])[cH:14][c:15]([O:19][CH3:20])[c:16]1[O:17][CH3:18]. Yields the product CCOC(=O)C(=S)Nc1cc(OC)c(OC)c(OC)c1. Reactants: ClC1=C(N=CC(=N1)N[C@@H](C(=O)N)CC1CC1)C#N ((R)-2-(6-chloro-5-cyanopyrazin-2-ylamino)-3-cyclopropylpropanamide), S1C=C(C=2C1=NC=CC2)N (thieno[2,3-b]pyridin-3-amine), C(=O)([O-])[O-].[K+].[K+] (K2CO3), C=1C=CC(=CC1)P(C=2C=CC=CC2)C3=CC=C4C=CC=CC4=C3C5=C6C=CC=CC6=CC=C5P(C=7C=CC=CC7)C=8C=CC=CC8 (BINAP). The reagents and catalysts are CC(=O)[O-].CC(=O)[O-].[Pd+2] (Pd(OAc)2). Run in O1CCOCC1 (dioxane). Run at time 3 hour. Yields the product C(#N)C=1N=CC(=NC1NC1=CSC2=NC=CC=C21)N[C@@H](C(=O)N)CC2CC2 ((R)-2-(5-cyano-6-(thieno[2,3-b]pyridin-3-ylamino)pyrazin-2-ylamino)-3-cyclopropylpropanamide). Yield: 29.7%. RXN SMILES: Cl[C:2]1[N:7]=[C:6]([NH:8][C@H:9]([CH2:13][CH:14]2[CH2:16][CH2:15]2)[C:10]([NH2:12])=[O:11])[CH:5]=[N:4][C:3]=1[C:17]#[N:18].[S:19]1[C:23]2=[N:24][CH:25]=[CH:26][CH:27]=[C:22]2[C:21]([NH2:28])=[CH:20]1.C([O-])([O-])=O.[K+].[K+].C1C=CC(P(C2C(C3C(P(C4C=CC=CC=4)C4C=CC=CC=4)=CC=C4C=3C=CC=C4)=C3C(C=CC=C3)=CC=2)C2C=CC=CC=2)=CC=1>O1CCOCC1.CC([O-])=O.CC([O-])=O.[Pd+2]>[C:17]([C:3]1[N:4]=[CH:5][C:6]([NH:8][C@H:9]([CH2:13][CH:14]2[CH2:16][CH2:15]2)[C:10]([NH2:12])=[O:11])=[N:7][C:2]=1[NH:28][C:21]1[C:22]2[C:23](=[N:24][CH:25]=[CH:26][CH:27]=2)[S:19][CH:20]=1)#[N:18] |f:2.3.4,7.8.9|. Procedure: A mixture of (R)-2-(6-chloro-5-cyanopyrazin-2-ylamino)-3-cyclopropylpropanamide (78 mg, 0.293 mmol), thieno[2,3-b]pyridin-3-amine (60 mg, 0.400 mmol), K2CO3 (70 mg, 0.507 mmol), BINAP (25 mg, 0.040 mmol) and Pd(OAc)2 (10 mg, 0.044 mmol) in dioxane (2 mL) was degassed with Ar, then was stirred at 110 C for 3 h. The mixture was concentrated in vacuo. The residue was purified by HPLC to give (R)-2-(5-cyano-6-(thieno[2,3-b]pyridin-3-ylamino)pyrazin-2-ylamino)-3-cyclopropylpropanamide (33 mg). The co...